Dataset: the Open Reaction Database (ORD), a public repository of structured organic reaction records. Task: describe an organic reaction: reactants, conditions, products, and yield Reactants: C1(=CC=CC=C1)C=1C=NNC1CCC (4-phenyl-5-propyl-1H-pyrazole), BrN1C(CCC1=O)=O (N-bromosuccinimide). Run in C(C)#N (acetonitrile). Conditions: temperature 82 celsius, time 16 hour. Yields the product BrC1=NNC(=C1C1=CC=CC=C1)CCC (3-Bromo-4-phenyl-5-propyl-1H-pyrazole). Yield: 15.2%. RXN SMILES: [C:1]1([C:7]2[CH:8]=[N:9][NH:10][C:11]=2[CH2:12][CH2:13][CH3:14])[CH:6]=[CH:5][CH:4]=[CH:3][CH:2]=1.[Br:15]N1C(=O)CCC1=O>C(#N)C>[Br:15][C:8]1[C:7]([C:1]2[CH:2]=[CH:3][CH:4]=[CH:5][CH:6]=2)=[C:11]([CH2:12][CH2:13][CH3:14])[NH:10][N:9]=1. Procedure details: To a solution of 4-phenyl-5-propyl-1H-pyrazole (1.43 g, 7.68 mmol) in acetonitrile (38.0 mL), was added N-bromosuccinimide (1.50 g, 8.45 mmol). The reaction mixture was stirred at 82° C. After 16 h, the reaction mixture was quenched with 2 M Na2CO3 (aq.) to pH 12 and the organics were separated. The aqueous layer was extracted with EtOAc (3×). The combined organics were dried over MgSO4, filtered and concentrated to give a dark oil. This oil was purified by silica gel flash chromatography to giv... Starting materials: CN(C)C=O, O=Cc1ccccc1O, O=[N+]([O-])c1cc(F)ccc1F, [H-], [Na+]. Yields the product O=Cc1ccccc1Oc1ccc(F)cc1[N+](=O)[O-]. As a reaction SMILES: [CH3:23][N:24]([CH3:25])[CH:26]=[O:27].[CH:3](=[O:4])[c:5]1[cH:6][cH:7][cH:8][cH:9][c:10]1[OH:11].[F:12][c:13]1[c:14]([N+:20](=[O:21])[O-:22])[cH:15][c:16]([F:19])[cH:17][cH:18]1.[H-:1].[Na+:2]>>[CH:3](=[O:4])[c:5]1[cH:6][cH:7][cH:8][cH:9][c:10]1[O:11][c:13]1[c:14]([N+:20](=[O:21])[O-:22])[cH:15][c:16]([F:19])[cH:17][cH:18]1. Starting materials: C(C1=CC=CC=C1)O[C@@H]1C(O[C@@]([C@@H]([C@H]1OCC1=CC=CC=C1)OCC1=CC=CC=C1)(OC)C1=CC(=C(C=C1)Cl)CC1=C(C(=C(C=C1)OCC)F)F)(CO)CO ([(3S,4S,5R,6S)-3,4,5-tribenzyloxy-6-[4-chloro-3-[(4-ethoxy-2,3-difluoro-phenyl)methyl]phenyl]-2-(hydroxymethyl)-6-methoxy-tetrahydropyran-2-yl]methanol), FC(C(=O)O)(F)F (trifluoroacetic acid). The solvent is ClCCl (dichloromethane). Run at time 4 hour. Product: C(C1=CC=CC=C1)O[C@@H]1[C@@]2(CO[C@]([C@@H]([C@H]1OCC1=CC=CC=C1)OCC1=CC=CC=C1)(O2)C2=CC(=C(C=C2)Cl)CC2=C(C(=C(C=C2)OCC)F)F)CO ([(1S,2S,3S,4R,5S)-2,3,4-tribenzyloxy-5-[4-chloro-3-[(4-ethoxy-2,3-difluoro-phenyl)methyl]phenyl]-6,8-dioxabicyclo[3.2.1]octan-1-yl]methanol). Isolated yield 104.3%. RXN SMILES: [CH2:1]([O:8][C@H:9]1[C@H:14]([O:15][CH2:16]C2C=CC=CC=2)[C@@H:13]([O:23][CH2:24][C:25]2[CH:30]=[CH:29][CH:28]=[CH:27][CH:26]=2)[C@@:12]([C:33]2[CH:38]=[CH:37][C:36]([Cl:39])=[C:35]([CH2:40][C:41]3[CH:46]=[CH:45][C:44]([O:47][CH2:48][CH3:49])=[C:43]([F:50])[C:42]=3[F:51])[CH:34]=2)([O:31][CH3:32])[O:11][C:10]1([CH2:54][OH:55])CO)C1C=CC=CC=1.F[C:57](F)(F)[C:58](O)=O>ClCCl>[CH2:1]([O:8][C@H:9]1[C@H:14]([O:15][CH2:16][C:58]2[CH:57]=[CH:54][CH:10]=[CH:9][CH:14]=2)[C@@H:13]([O:23][CH2:24][C:25]2[CH:26]=[CH:27][CH:28]=[CH:29][CH:30]=2)[C@:12]2([C:33]3[CH:38]=[CH:37][C:36]([Cl:39])=[C:35]([CH2:40][C:41]4[CH:46]=[CH:45][C:44]([O:47][CH2:48][CH3:49])=[C:43]([F:50])[C:42]=4[F:51])[CH:34]=3)[O:11][C@@:10]1([CH2:54][OH:55])[CH2:32][O:31]2)[C:25]1[CH:30]=[CH:29][CH:28]=[CH:27][CH:26]=1. Procedure details: [(3S,4S,5R,6S)-3,4,5-tribenzyloxy-6-[4-chloro-3-[(4-ethoxy-2,3-difluoro-phenyl)methyl]phenyl]-2-(hydroxymethyl)-6-methoxy-tetrahydropyran-2-yl]methanol 3m (1.0 g, 1.29 mmol) was dissolved in 10 mL dichloromethane, followed by addition of trifluoroacetic acid (0.19 mL, 2.58 mmol). The reaction mixture was stirred for 4 hours. Thereafter, the reaction mixture was concentrated under reduced pressure and the resulting residue was purified by silica gel chromatography with elution system B to obtain ... The reactants are C(C)OC1=C(C=C(C=C1)C1=CC=C(C=C1)C(C(F)(F)F)(O)O)CNC1CCC(CC1)N(C(OC(C)(C)C)=O)C (tert-Butyl (4-{[4-ethoxy-4′-(2,2,2-trifluoro-1,1-dihydroxy-ethyl)-biphenyl-3-ylmethyl]-amino}-cyclohexyl)-methyl-carbamate), ClC=1C2=C(SC1C(=O)Cl)C(=CC=C2F)F (3-Chloro-4,7-difluorobenzo[b]thiophene-2-carbonyl chloride). Product: ClC=1C2=C(SC1C(=O)N(C1CCC(CC1)N(C(OC(C)(C)C)=O)C)CC=1C=C(C=CC1OCC)C1=CC=C(C=C1)C(C(F)(F)F)=O)C(=CC=C2F)F (tert-Butyl (4-{(3-chloro-4,7-difluoro-benzo[b]thiophene-2-carbonyl)-[4-ethoxy-4′-(2,2,2-trifluoro-acetyl)-biphenyl-3-ylmethyl]-amino}-cyclohexyl)-methyl-carbamate). Reaction SMILES: [CH2:1]([O:3][C:4]1[CH:9]=[CH:8][C:7]([C:10]2[CH:15]=[CH:14][C:13]([C:16](O)([OH:21])[C:17]([F:20])([F:19])[F:18])=[CH:12][CH:11]=2)=[CH:6][C:5]=1[CH2:23][NH:24][CH:25]1[CH2:30][CH2:29][CH:28]([N:31]([CH3:39])[C:32](=[O:38])[O:33][C:34]([CH3:37])([CH3:36])[CH3:35])[CH2:27][CH2:26]1)[CH3:2].[Cl:40][C:41]1[C:42]2[C:52]([F:53])=[CH:51][CH:50]=[C:49]([F:54])[C:43]=2[S:44][C:45]=1[C:46](Cl)=[O:47]>>[Cl:40][C:41]1[C:42]2[C:52]([F:53])=[CH:51][CH:50]=[C:49]([F:54])[C:43]=2[S:44][C:45]=1[C:46]([N:24]([CH2:23][C:5]1[CH:6]=[C:7]([C:10]2[CH:15]=[CH:14][C:13]([C:16](=[O:21])[C:17]([F:20])([F:18])[F:19])=[CH:12][CH:11]=2)[CH:8]=[CH:9][C:4]=1[O:3][CH2:1][CH3:2])[CH:25]1[CH2:30][CH2:29][CH:28]([N:31]([CH3:39])[C:32](=[O:38])[O:33][C:34]([CH3:35])([CH3:37])[CH3:36])[CH2:27][CH2:26]1)=[O:47]. Procedure: Biaryl amine 119 (487 mg, 0.88 mmol) is treated with acid chloride 8 (235 mg, 0.88 mmol) using Method D to give the title compound.